Dataset: the Open Reaction Database (ORD), a public repository of structured organic reaction records. Task: describe an organic reaction: reactants, conditions, products, and yield Starting materials: FC=1C=C2C=CNC2=CC1C (5-fluoro-6-methyl-1H-indole), ClS(=O)(=O)N=C=O (chlorosulfonyl isocyanate). Run in CN(C)C=O (DMF). Yields the product FC=1C=C2C(=CNC2=CC1C)C#N (5-fluoro-6-methyl-1H-indole-3-carbonitrile). Isolated yield 98.7%. RXN SMILES: [F:1][C:2]1[CH:3]=[C:4]2[C:8](=[CH:9][C:10]=1[CH3:11])[NH:7][CH:6]=[CH:5]2.ClS([N:16]=[C:17]=O)(=O)=O>CN(C=O)C>[F:1][C:2]1[CH:3]=[C:4]2[C:8](=[CH:9][C:10]=1[CH3:11])[NH:7][CH:6]=[C:5]2[C:17]#[N:16]. Procedure details: Into a solution of 5-fluoro-6-methyl-1H-indole (1.9 g, 12.8 mmol) in DMF (13 mL) at −78° C. was added chlorosulfonyl isocyanate (1.33 mL, 15.3 mmol). After addition the cooling bath was removed and the mixture was allowed to warm to room temperature. The mixture was then poured into ice water, filtered and washed with water and brine. The cake was then dissolved in acetonitrile and concentrated to give 5-fluoro-6-methyl-1H-indole-3-carbonitrile (2.2 g, 100%). Run in C(Cl)Cl (methylene chloride), C(Cl)Cl (methylene chloride), O (water). As a reaction SMILES: [NH2:1][C:2]1[CH:3]=[C:4]2[C:8](=[CH:9][CH:10]=1)[NH:7][C:6]([C:11]([N:13]1[CH2:18][CH2:17][N:16]([C:19]3[C:24]([NH:25][C:26]([CH3:30])([CH3:29])[CH2:27][CH3:28])=[CH:23][CH:22]=[CH:21][N:20]=3)[CH2:15][CH2:14]1)=[O:12])=[CH:5]2.N1C=CC=CC=1.[CH3:37][S:38](Cl)(=[O:40])=[O:39]>C(Cl)Cl.O>[CH3:37][S:38]([NH:1][C:2]1[CH:3]=[C:4]2[C:8](=[CH:9][CH:10]=1)[NH:7][C:6]([C:11]([N:13]1[CH2:18][CH2:17][N:16]([C:19]3[C:24]([NH:25][C:26]([CH3:29])([CH3:30])[CH2:27][CH3:28])=[CH:23][CH:22]=[CH:21][N:20]=3)[CH2:15][CH2:14]1)=[O:12])=[CH:5]2)(=[O:40])=[O:39]. Run at time 24 hour. Yields the product CS(=O)(=O)NC=1C=C2C=C(NC2=CC1)C(=O)N1CCN(CC1)C1=NC=CC=C1NC(CC)(C)C (1-[5-(Methanesulfonamido)indole-2-carbonyl]-4-[3-(1,1-dimethylpropylamino)-2-pyridinyl]piperazine). Reactants: NC=1C=C2C=C(NC2=CC1)C(=O)N1CCN(CC1)C1=NC=CC=C1NC(CC)(C)C (1-[5-Aminoindole-2-carbonyl]-4-[3-(1,1-dimethylpropylamino)-2-pyridinyl]piperazine), N1=CC=CC=C1 (pyridine), CS(=O)(=O)Cl (methanesulfonyl chloride). Procedure details: To a solution of 1-[5-aminoindole-2-carbonyl]-4-[3-(1,1-dimethylpropylamino)-2-pyridinyl]piperazine (EXAMPLE 41, 300 mg) in dry methylene chloride (6 ml) under nitrogen is added pyridine (119 μl) and methanesulfonyl chloride (57 μl). The mixture is stirred at 20°-25° for 24 hr and then diluted with methylene chloride (20 ml) and water (8 ml). The layers are separated and the organic phase is washed with saline (8 ml), dried over sodium sulfate, and concentrated to give a solid which is then chro... Starting materials: CN1C(=C(C2=CC(=CC=C12)O)C1=CC(=CC=C1)C)C (1,2-dimethyl-3-(3-methyl-phenyl)-1H-indole-5-ol), C(C)OC(C(C)(C)Br)=O (2-bromo-2-methyl-propanoic acid ethylester). The product is C(C)OC(C(C)(OC=1C=C2C(=C(N(C2=CC1)C)C)C1=CC(=CC=C1)C)C)=O (2-Methyl-2-[1,2-dimethyl-3-(3-methyl-phenyl)-1H-indole-5-yloxy]-propanoic acid ethylester). As a reaction SMILES: [CH3:1][N:2]1[C:10]2[C:5](=[CH:6][C:7]([OH:11])=[CH:8][CH:9]=2)[C:4]([C:12]2[CH:17]=[CH:16][CH:15]=[C:14]([CH3:18])[CH:13]=2)=[C:3]1[CH3:19].[CH2:20]([O:22][C:23](=[O:28])[C:24](Br)([CH3:26])[CH3:25])[CH3:21]>>[CH2:20]([O:22][C:23](=[O:28])[C:24]([CH3:26])([O:11][C:7]1[CH:6]=[C:5]2[C:10](=[CH:9][CH:8]=1)[N:2]([CH3:1])[C:3]([CH3:19])=[C:4]2[C:12]1[CH:17]=[CH:16][CH:15]=[C:14]([CH3:18])[CH:13]=1)[CH3:25])[CH3:21]. Procedure: In accordance with a procedure analogous to that of Example 10, the above compound was prepared from 1,2-dimethyl-3-(3-methyl-phenyl)-1H-indole-5-ol and 2-bromo-2-methyl-propanoic acid ethylester. Starting materials: CCOC(=O)C(C)(C)Oc1ccc(OCCc2nc(-c3ccccc3)oc2C)cc1COC, CCO, [Na+], [OH-]. The product is COCc1cc(OCCc2nc(-c3ccccc3)oc2C)ccc1OC(C)(C)C(=O)O. RXN SMILES: [CH2:1]([CH3:2])[O:3][C:4]([C:5]([CH3:6])([CH3:7])[O:8][c:9]1[c:10]([CH2:30][O:31][CH3:32])[cH:11][c:12]([O:15][CH2:16][CH2:17][c:18]2[n:19][c:20](-[c:24]3[cH:25][cH:26][cH:27][cH:28][cH:29]3)[o:21][c:22]2[CH3:23])[cH:13][cH:14]1)=[O:33].[CH3:36][CH2:37][OH:38].[Na+:35].[OH-:34]>>[O:3]=[C:4]([C:5]([CH3:6])([CH3:7])[O:8][c:9]1[c:10]([CH2:30][O:31][CH3:32])[cH:11][c:12]([O:15][CH2:16][CH2:17][c:18]2[n:19][c:20](-[c:24]3[cH:25][cH:26][cH:27][cH:28][cH:29]3)[o:21][c:22]2[CH3:23])[cH:13][cH:14]1)[OH:33].